This data is from the Open Reaction Database (ORD), a public repository of structured organic reaction records. The task is: describe an organic reaction: reactants, conditions, products, and yield The product is C(C1=CC=CC=C1)OC(=O)N[C@@H](CC1=CC=CC2=CC=CC=C12)C(=O)N([C@@H](CC1=CNC=N1)C(=O)N[C@@H](CC(C)C)CO)C([C@@H](N)CC1=CC=CC2=CC=CC=C12)=O ([N-Benzyloxycarbonyl-3-(1-naphthyl)-L-alanyl]-[3-(1-naphthyl)-L-alanyl]-L-histidyl-L-leucinol). Procedure details: 70 mg. (0.2 mmole) of N-benzyloxycarbonyl-3-(1-naphthyl)-L-alanine and 40 mg. (0.22 mmole) of N-hydroxy-5-norbornene-2,3-dicarboximide were dissolved in 2 ml. of methylene chloride. The solution was cooled to 0° C., and there were then added 50 mg. (0.24 mmole) of dichlorohexylcarbodiimide; the mixture was stirred at 0° C. for 1 hour. The resulting solution was added to a cooled solution prepared from 5 ml. of a dimethylformamide solution of 123 mg. (0.2 ml.) of 3-(1-naphthyl)-L-alanyl-L-histidy... Run in C(Cl)Cl (methylene chloride), CN(C=O)C (dimethylformamide). Conditions: temperature 0 celsius, time 1 hour. Reactants: CN1CCOCC1 (N-methylmorpholine), C(C1=CC=CC=C1)OC(=O)N[C@@H](CC1=CC=CC2=CC=CC=C12)C(=O)O (N-benzyloxycarbonyl-3-(1-naphthyl)-L-alanine), Br.Br.C1(=CC=CC2=CC=CC=C12)C[C@H](N)C(=O)N[C@@H](CC1=CNC=N1)C(=O)N[C@@H](CC(C)C)CO (3-(1-naphthyl)-L-alanyl-L-histidyl-L-leucinol dihydrobromide), ON1C(=O)C2C3C=CC(C2C1=O)C3 (N-hydroxy-5-norbornene-2,3-dicarboximide), ClC(CCCCCN=C=N)Cl (dichlorohexylcarbodiimide). RXN SMILES: [CH2:1]([O:8][C:9]([NH:11][C@H:12](C(O)=O)[CH2:13][C:14]1[C:23]2[C:18](=[CH:19][CH:20]=[CH:21][CH:22]=2)[CH:17]=[CH:16][CH:15]=1)=[O:10])C1C=CC=CC=1.ON1C(=O)[CH:36]2[CH:31]([CH:32]3C[CH:35]2[CH:34]=[CH:33]3)C1=O.ClC(Cl)CCCCCN=C=N.Br.Br.[C:53]1([CH2:63][C@@H:64]([C:66]([NH:68][C@H:69]([C:76]([NH:78][C@H:79]([CH2:84][OH:85])[CH2:80][CH:81]([CH3:83])[CH3:82])=[O:77])[CH2:70][C:71]2[N:75]=[CH:74][NH:73][CH:72]=2)=[O:67])[NH2:65])[C:62]2[C:57](=[CH:58][CH:59]=[CH:60][CH:61]=2)[CH:56]=[CH:55][CH:54]=1.CN1CC[O:90][CH2:89]C1>CN(C)C=O.C(Cl)Cl>[CH2:1]([O:8][C:9]([NH:11][C@H:12]([C:89]([N:68]([C:66](=[O:67])[C@H:64]([CH2:63][C:53]1[C:62]2[C:57](=[CH:58][CH:59]=[CH:60][CH:61]=2)[CH:56]=[CH:55][CH:54]=1)[NH2:65])[C@H:69]([C:76]([NH:78][C@H:79]([CH2:84][OH:85])[CH2:80][CH:81]([CH3:82])[CH3:83])=[O:77])[CH2:70][C:71]1[N:75]=[CH:74][NH:73][CH:72]=1)=[O:90])[CH2:13][C:14]1[C:19]2[C:18](=[CH:23][CH:22]=[CH:21][CH:20]=2)[CH:17]=[CH:16][CH:15]=1)=[O:10])[C:31]1[CH:36]=[CH:35][CH:34]=[CH:33][CH:32]=1 |f:3.4.5|. The reactants are ClC1=C(OC2=CC(N(C2)[C@H](C(=O)NC2=NN(C=C2)CC(C)(C)O)CC2CCCCC2)=O)C=CC=C1 ((S)-2-[4-(2-Chloro-phenoxy)-2-oxo-2,5-dihydro-pyrrol-1-yl]-3-cyclohexyl-N-[1-(2-hydroxy-2-methyl-propyl)-1-H-pyrazol-3-yl]-propionamide), Cl.C(C)OC([C@H](CC(CC)C)N)=O ((S)-2-amino-4-methyl-hexanoic acid ethyl ester hydrochloride salt), C(C)(C)N(C(C)C)CC (N,N-diisopropylethylamine), C(C)(C)N(C(C)C)CC (N,N-diisopropylethylamine). Solvent: C(C)#N (acetonitrile), C(C)#N (acetonitrile). Conditions: temperature 60 celsius, time 15 minute. The product is C(C)OC([C@H](CC(CC)C)N1C(C=C(C1)OC1=C(C=CC=C1)Cl)=O)=O ((S)-2-[4-(2-chloro-phenoxy)-2-oxo-2,5-dihydro-pyrrol-1-yl]-4-methyl-hexanoic acid ethyl ester). Yield: 51.9%. Reaction SMILES: Cl.[CH2:2]([O:4][C:5](=[O:13])[C@@H:6]([NH2:12])[CH2:7][CH:8]([CH3:11])[CH2:9][CH3:10])[CH3:3].C(N(CC)C(C)C)(C)C.[Cl:23][C:24]1[CH:57]=[CH:56][CH:55]=[CH:54][C:25]=1[O:26][C:27]1[CH2:31]N([C@@H](CC2CCCCC2)C(NC2C=CN(CC(O)(C)C)N=2)=O)[C:29](=[O:53])[CH:28]=1>C(#N)C>[CH2:2]([O:4][C:5](=[O:13])[C@@H:6]([N:12]1[CH2:31][C:27]([O:26][C:25]2[CH:54]=[CH:55][CH:56]=[CH:57][C:24]=2[Cl:23])=[CH:28][C:29]1=[O:53])[CH2:7][CH:8]([CH3:11])[CH2:9][CH3:10])[CH3:3] |f:0.1|. Reported procedure: A suspension of (S)-2-amino-4-methyl-hexanoic acid ethyl ester hydrochloride salt (1.05 g, 5.01 mmol) in acetonitrile (6 mL) was treated with N,N-diisopropylethylamine (1.0 mL) and stirred at 60° C. for 15 min. To this mixture was added N,N-diisopropylethylamine (1.2 mL) and a solution of (E)-4-bromo-3-(2-chloro-phenoxy)-but-2-enoic acid ethyl ester (prepared in Example 61, 1.6 g, 5.0 mmol) in acetonitrile (4 mL) via a dropping funnel and the resulting mixture refluxed for 20 h. The resulting mi... Starting materials: COC=Cc1cncc(-c2cc3ccccc3n2C)c1, CO. Yields the product COCCc1cncc(-c2cc3ccccc3n2C)c1. As a reaction SMILES: [CH3:1][O:2][CH:3]=[CH:4][c:5]1[cH:6][c:7](-[c:11]2[n:12]([CH3:20])[c:13]3[cH:14][cH:15][cH:16][cH:17][c:18]3[cH:19]2)[cH:8][n:9][cH:10]1.[CH3:21][OH:22]>>[CH3:1][O:2][CH2:3][CH2:4][c:5]1[cH:6][c:7](-[c:11]2[n:12]([CH3:20])[c:13]3[cH:14][cH:15][cH:16][cH:17][c:18]3[cH:19]2)[cH:8][n:9][cH:10]1.